Task: describe an organic reaction: reactants, conditions, products, and yield. Dataset: the Open Reaction Database (ORD), a public repository of structured organic reaction records The reactants are C1(=CC=CC=C1)S(=O)(=O)N1C(=CC=2C1=NC=C(C2)OCCOC)C(=CC2CCCC2)C2=CC=C(C=C2)S(=O)(=O)C (1-benzenesulfonyl-2-[2-cyclopentyl-1-(4-methanesulfonyl-phenyl)-vinyl]-5-(2-methoxy-ethoxy)-1H-pyrrolo[2,3-b]pyridine), [F-].C(CCC)[N+](CCCC)(CCCC)CCCC (tetrabutylammonium fluoride). Solvent: C(C)(=O)OCC (ethyl acetate), O1CCCC1 (tetrahydrofuran), O1CCCC1 (tetrahydrofuran). Yields the product C1(CCCC1)C=C(C1=CC=C(C=C1)S(=O)(=O)C)C1=CC=2C(=NC=C(C2)OCCOC)N1 (2-[2-cyclopentyl-1-(4-methanesulfonyl-phenyl)-vinyl]-5-(2-methoxy-ethoxy)-1H-pyrrolo[2,3-b]pyridine). Yield: 100.0%. RXN SMILES: C1(S([N:10]2[C:14]3=[N:15][CH:16]=[C:17]([O:19][CH2:20][CH2:21][O:22][CH3:23])[CH:18]=[C:13]3[CH:12]=[C:11]2[C:24]([C:31]2[CH:36]=[CH:35][C:34]([S:37]([CH3:40])(=[O:39])=[O:38])=[CH:33][CH:32]=2)=[CH:25][CH:26]2[CH2:30][CH2:29][CH2:28][CH2:27]2)(=O)=O)C=CC=CC=1.[F-].C([N+](CCCC)(CCCC)CCCC)CCC>O1CCCC1.C(OCC)(=O)C>[CH:26]1([CH:25]=[C:24]([C:11]2[NH:10][C:14]3=[N:15][CH:16]=[C:17]([O:19][CH2:20][CH2:21][O:22][CH3:23])[CH:18]=[C:13]3[CH:12]=2)[C:31]2[CH:36]=[CH:35][C:34]([S:37]([CH3:40])(=[O:39])=[O:38])=[CH:33][CH:32]=2)[CH2:30][CH2:29][CH2:28][CH2:27]1 |f:1.2|. Reported procedure: A solution of 1-benzenesulfonyl-2-[2-cyclopentyl-1-(4-methanesulfonyl-phenyl)-vinyl]-5-(2-methoxy-ethoxy)-1H-pyrrolo[2,3-b]pyridine (343 mg, 0.59 mmol) in tetrahydrofuran (0.5 mL) and a tetrabutylammonium fluoride solution in tetrahydrofuran (1 M, 4 mL, 4 mmol) was stirred at room temperature for 12 h. The mixture was diluted with ethyl acetate (150 mL), and washed with a saturated aqueous ammonium chloride solution, brine, dried over anhydrous sodium sulfate and concentrated in vacuo to afford ... The reactants are [Cr](=O)(=O)([O-])O[Cr](=O)(=O)[O-].C(C1=CC=CC=C1)C1=CC=[NH+]C=C1.C(C1=CC=CC=C1)C1=CC=[NH+]C=C1 (4-benzylpyridinium dichromate), C1(=CC=CC=C1)C1=CC=C(CO)C=C1 (4-phenylbenzyl alcohol), mixture, C(C)OCC (ethyl ether), CCCCCC (hexane). Run in ClCCl (dichloromethane). Reaction conditions: time 2 hour. Product: C1(=CC=CC=C1)C1=CC=C(C=O)C=C1 (4-Phenylbenzaldehyde). RXN SMILES: [Cr](O[Cr]([O-])(=O)=O)([O-])(=O)=O.C(C1C=C[NH+]=CC=1)C1C=CC=CC=1.C(C1C=C[NH+]=CC=1)C1C=CC=CC=1.[C:36]1([C:42]2[CH:49]=[CH:48][C:45]([CH2:46][OH:47])=[CH:44][CH:43]=2)[CH:41]=[CH:40][CH:39]=[CH:38][CH:37]=1.C(OCC)C.CCCCCC>ClCCl>[C:36]1([C:42]2[CH:43]=[CH:44][C:45]([CH:46]=[O:47])=[CH:48][CH:49]=2)[CH:37]=[CH:38][CH:39]=[CH:40][CH:41]=1 |f:0.1.2|. Procedure details: 65 mmol of 4-benzylpyridinium dichromate are added to 54 mmol of 4-phenylbenzyl alcohol in 400 ml of dichloromethane. The reaction mixture is stirred for 2 hours at room temperature. 600 ml of a mixture of ethyl ether and hexane in a ratio of 1 to 1 are added. After stirring for 30 minutes, the mixture is filtered. The filtrate is washed once with 100 ml of a 1N hydrochloric acid solution. The organic phase is dried over magnesium sulphate and then concentrated to yield the expected compound.